This data is from the Open Reaction Database (ORD), a public repository of structured organic reaction records. The task is: describe an organic reaction: reactants, conditions, products, and yield Starting materials: C(C1=CC=CC=C1)OC(=O)N1CCC(CC1)C(NCC(=O)C1=CC=C(C=C1)Cl)=O (4-[2-(4-chlorophenyl)-2-oxo-ethylcarbamoyl]-piperidine-1-carboxylic acid benzyl ester), C([O-])(O)=O.[Na+] (sodium bicarbonate), C=O (formaldehyde). Solvent: O (water), CS(=O)C (dimethyl sulfoxide), O (water). Reaction conditions: time 6 hour. Yields the product C(C1=CC=CC=C1)OC(=O)N1CCC(CC1)C(NC(C(=O)C1=CC=C(C=C1)Cl)CO)=O (4-[-2-(4-Chlorophenyl)-1-hydroxymethyl-2-oxo-ethylcarbamoyl]-piperidine-1-carboxylic acid benzyl ester). RXN SMILES: [CH2:1]([O:8][C:9]([N:11]1[CH2:16][CH2:15][CH:14]([C:17](=[O:29])[NH:18][CH2:19][C:20]([C:22]2[CH:27]=[CH:26][C:25]([Cl:28])=[CH:24][CH:23]=2)=[O:21])[CH2:13][CH2:12]1)=[O:10])[C:2]1[CH:7]=[CH:6][CH:5]=[CH:4][CH:3]=1.[C:30](=O)(O)[O-:31].[Na+].C=O>O.CS(C)=O>[CH2:1]([O:8][C:9]([N:11]1[CH2:12][CH2:13][CH:14]([C:17](=[O:29])[NH:18][CH:19]([CH2:30][OH:31])[C:20]([C:22]2[CH:27]=[CH:26][C:25]([Cl:28])=[CH:24][CH:23]=2)=[O:21])[CH2:15][CH2:16]1)=[O:10])[C:2]1[CH:7]=[CH:6][CH:5]=[CH:4][CH:3]=1 |f:1.2|. Procedure details: To a stirred solution of the 4-[2-(4-chlorophenyl)-2-oxo-ethylcarbamoyl]-piperidine-1-carboxylic acid benzyl ester (8.91 g, 21.5 mmol), prepared as in Part B, and sodium bicarbonate (0.19 g, 2.3 mmol) in a mixture of water (10 mL) and dimethyl sulfoxide (50 mL) in a 50° C. water bath is added aqueous formaldehyde (3.30 mL, 44.0 mmol). After 6 h, the mixture is diluted with water (1 L) and allowed to stand overnight at RT. Filtration gives gummy solids which are triturated with ethyl acetate to g...